Dataset: the Open Reaction Database (ORD), a public repository of structured organic reaction records. Task: describe an organic reaction: reactants, conditions, products, and yield The reactants are CC(=O)CC(=O)OC(C)(C)C, COC(=O)C1CC(S(=O)(=O)c2ccccc2)CN1. Product: COC(=O)C1CC(S(=O)(=O)c2ccccc2)CN1C(=O)CC(C)=O. Reaction SMILES: [C:19]([CH2:20][C:21](=[O:22])[CH3:23])(=[O:24])[O:25][C:26]([CH3:27])([CH3:28])[CH3:29].[CH3:1][O:2][C:3](=[O:4])[CH:5]1[NH:6][CH2:7][CH:8]([S:10](=[O:11])(=[O:12])[c:13]2[cH:14][cH:15][cH:16][cH:17][cH:18]2)[CH2:9]1>>[CH3:1][O:2][C:3](=[O:4])[CH:5]1[N:6]([C:19]([CH2:20][C:21](=[O:22])[CH3:23])=[O:24])[CH2:7][CH:8]([S:10](=[O:11])(=[O:12])[c:13]2[cH:14][cH:15][cH:16][cH:17][cH:18]2)[CH2:9]1.